This data is from the Open Reaction Database (ORD), a public repository of structured organic reaction records. The task is: describe an organic reaction: reactants, conditions, products, and yield The reactants are FC=1C=CC(=C(C=O)C1)O (5-Fluoro-2-hydroxy-benzaldehyde), C(C)OC(C(C)(C)Br)=O (2-bromo-2-methyl-propionic acid ethyl ester), C(=O)([O-])[O-].[K+].[K+] (K2CO3). The solvent is CN(C)C=O (DMF). Run at temperature 110 celsius. The product is C(C)OC(C(C)(C)OC1=C(C=C(C=C1)F)C=O)=O (2-(4-fluoro-2-formyl-phenoxy)-2-methyl-propionic acid ethyl ester). The yield is 35.4%. Reaction SMILES: [F:1][C:2]1[CH:3]=[CH:4][C:5]([OH:10])=[C:6]([CH:9]=1)[CH:7]=[O:8].[CH2:11]([O:13][C:14](=[O:19])[C:15](Br)([CH3:17])[CH3:16])[CH3:12].C([O-])([O-])=O.[K+].[K+]>CN(C=O)C>[CH2:11]([O:13][C:14](=[O:19])[C:15]([O:10][C:5]1[CH:4]=[CH:3][C:2]([F:1])=[CH:9][C:6]=1[CH:7]=[O:8])([CH3:17])[CH3:16])[CH3:12] |f:2.3.4|. Procedure: 5-Fluoro-2-hydroxy-benzaldehyde (14 g, 100 mmol), 2-bromo-2-methyl-propionic acid ethyl ester (19.5 g, 100 mmol), K2CO3 (27 g, 196 mmol) and KI (0.97 g, 5.8 mmol) were mixed in DMF (150 mL). Then the reaction mixture was heated at 110° C. for 3 h. The mixture was filtered and the filtrate was concentrated. The residue was dissolved in ethyl acetate and washed with aqueous 1N NaOH. Then the organic layer was separated, dried over Na2SO4 and concentrated to give title compound (9 g). The reactants are CC(C)C (isobutane), ON1C(C=2C(C1=O)=CC=CC2)=O (N-hydroxyphthalimide), cobalt acetate Co(OAc)2, resultant mixture. The solvent is C(C1=CC=CC=C1)#N (benzonitrile). The product is C(C)(C)(C)O (t-butanol), CC(=O)C (acetone). Yield: 14.0%. Reaction SMILES: [CH3:1][CH:2]([CH3:4])[CH3:3].[OH:5]N1C(=O)C2=CC=CC=C2C1=O>C(#N)C1C=CC=CC=1>[C:2]([OH:5])([CH3:4])([CH3:3])[CH3:1].[CH3:1][C:2]([CH3:4])=[O:5]. Reported procedure: To benzonitrile was added 5 mmol of isobutane, 0.5 mmol of N-hydroxyphthalimide (NHPI) and 0.0125 mmol of cobalt acetate Co(OAc)2, and the resultant mixture was stirred under an air atmosphere at a pressure of 10 atm and at a temperature of 100° C. for 8 hours. The products in the reaction mixture were analyzed by gas chromatography, and, as a result, t-butanol (yield 81%) and acetone (yield 14%) were formed. Reactants: CC1=CC=C(C=C1)S(=O)(=O)OCC(CCOC1=CC=C(C=C1)Br)CO (4-(4-bromophenoxy)-2-(hydroxymethyl)butyl 4-methylbenzenesulfonate), C(CCC)[Li] (n-butyl lithium), C(CCC)[Li] (n-butyl lithium). Run in O1CCCC1 (tetrahydrofuran). Yields the product BrC1=CC=C(OCCC2COC2)C=C1 (3-(2-(4-bromophenoxy)ethyl)oxetane). Isolated yield 37.4%. As a reaction SMILES: CC1C=CC(S(O[CH2:12][CH:13]([CH2:24][OH:25])[CH2:14][CH2:15][O:16][C:17]2[CH:22]=[CH:21][C:20]([Br:23])=[CH:19][CH:18]=2)(=O)=O)=CC=1.C([Li])CCC>O1CCCC1>[Br:23][C:20]1[CH:19]=[CH:18][C:17]([O:16][CH2:15][CH2:14][CH:13]2[CH2:12][O:25][CH2:24]2)=[CH:22][CH:21]=1. Procedure: To a solution of 4-(4-bromophenoxy)-2-(hydroxymethyl)butyl 4-methylbenzenesulfonate (0.450 g, 1.04 mmol) in anhydrous tetrahydrofuran (10 mL) was added n-butyl lithium (0.42 mL, 2.5M, 1.04 mmol) dropwise at 0° C. After complete addition of the n-butyl lithium solution, the resulting mixture was heated at reflux overnight. The reaction was carefully quenched with water and extracted with ethyl acetate (5×20 mL). The combined organic layers were dried over sodium sulfate, filtered and concentrated...